From a dataset of the Open Reaction Database (ORD), a public repository of structured organic reaction records. describe an organic reaction: reactants, conditions, products, and yield Reactants: CN(C1(CCC(CC1)C=1NC2=CC=CC=C2C1CCCO)C1=CC=CC=C1)C (3-(2-(4-(Dimethylamino)-4-phenylcyclohexyl)-1H-indol-3-yl)propan-1-ol), [Si](C)(C)(C)Cl (Me3SiCl). Solvent: C(C)(=O)OCC (ethyl acetate). Conditions: time 1 hour. Product: Cl.CN(C1(CCC(CC1)C=1NC2=CC=CC=C2C1CCCO)C1=CC=CC=C1)C (3-(2-(4-(Dimethylamino)-4-phenylcyclohexyl)-1H-indol-3-yl)propan-1-ol hydrochloride). RXN SMILES: [CH3:1][N:2]([CH3:28])[C:3]1([C:22]2[CH:27]=[CH:26][CH:25]=[CH:24][CH:23]=2)[CH2:8][CH2:7][CH:6]([C:9]2[NH:10][C:11]3[C:16]([C:17]=2[CH2:18][CH2:19][CH2:20][OH:21])=[CH:15][CH:14]=[CH:13][CH:12]=3)[CH2:5][CH2:4]1.[Si]([Cl:33])(C)(C)C>C(OCC)(=O)C>[ClH:33].[CH3:28][N:2]([CH3:1])[C:3]1([C:22]2[CH:23]=[CH:24][CH:25]=[CH:26][CH:27]=2)[CH2:8][CH2:7][CH:6]([C:9]2[NH:10][C:11]3[C:16]([C:17]=2[CH2:18][CH2:19][CH2:20][OH:21])=[CH:15][CH:14]=[CH:13][CH:12]=3)[CH2:5][CH2:4]1 |f:3.4|. Reported procedure: 3-(2-(4-(Dimethylamino)-4-phenylcyclohexyl)-1H-indol-3-yl)propan-1-ol (polar diastereomer) (130 mg, 0.35 mmol) was dissolved in ethyl acetate (15 ml). Me3SiCl (88 μl, 0.7 mmol) was then added dropwise at RT and the mixture was stirred for 1 h. A white precipitate precipitated out. The precipitate was filtered off with suction, washed with ethyl acetate (2×5 ml) and then dried. Example 183 (125 mg, m.p. 210-214° C., 87%, NMR purity <95%) was a white solid. Starting materials: CCO, COC(=O)COc1ncccc1[N+](=O)[O-], O=[Pt]. Product: COC(=O)COc1ncccc1N. Reaction SMILES: [CH3:18][CH2:19][OH:20].[CH3:1][O:2][C:3](=[O:4])[CH2:5][O:6][c:7]1[n:8][cH:9][cH:10][cH:11][c:12]1[N+:13]([O-:14])=[O:15].[Pt:16]=[O:17]>>[CH3:1][O:2][C:3](=[O:4])[CH2:5][O:6][c:7]1[n:8][cH:9][cH:10][cH:11][c:12]1[NH2:13]. Reactants: C=C (ethylene), C1(\C=C/C(=O)O1)=O (maleic anhydride). Conditions: temperature 500 celsius. The product is C=C.C1(\C=C/C(=O)O1)=O (ethylene/maleic anhydride). As a reaction SMILES: C=C.[C:3]1(=[O:9])[O:8][C:6](=[O:7])[CH:5]=[CH:4]1>>[CH2:3]=[CH2:4].[C:6]1(=[O:7])[O:8][C:3](=[O:9])[CH:4]=[CH:5]1 |f:2.3|. Procedure details: An ethylene/maleic anhydride trunk copolymer was prepared which contained 86.5 weight percent ethylene and 13.5 weight percent maleic anhydride. The copolymer was pumped by an extruder through a tube heated to about 500° C. to reduce the molecular weight. The melt viscosity was 600 centipoises at 140° C. The average chain length was about 300 carbon atoms. The reactants are CO.C1CCOC1 (methanol THF), [BH4-].[Na+] (Sodium borohydride), C(C1=CC=CC=C1)C=1SC=CC1 (2-benzylthiophene), [Cl-].[NH4+] (ammonium chloride). Run at time 10 hour. Product: S1C(=CC=C1)C1(CO)CC=CC=C1 (1-(2-thienyl)benzyl alcohol). The yield is 92.0%. As a reaction SMILES: [BH4-].[Na+].[CH2:3]([C:10]1[S:11][CH:12]=[CH:13][CH:14]=1)[C:4]1[CH:9]=[CH:8][CH:7]=[CH:6]C=1.[Cl-].[NH4+].CO.C1C[O:22][CH2:21]C1>>[S:11]1[CH:12]=[CH:13][CH:14]=[C:10]1[C:3]1([CH:4]=[CH:9][CH:8]=[CH:7][CH2:6]1)[CH2:21][OH:22] |f:0.1,3.4,5.6|. Reported procedure: Sodium borohydride (0.37 g, 10 mmol) was added to 2-benzylthiophene (1.88 g, 10 mmol) dissolved in methanol/THF mixture (1:10 ratio, 11 ml). This was stirred at room temperature for 10 h. The reaction mixture was decomposed by addition of saturated ammonium chloride solution (50 ml) and was extracted with ethyl acetate (2×50 ml). The combined organic layer was dried over anhydrous MgSO4. Removal of the solvent gave 1-(2-thienyl)benzyl alcohol as a solid (1.75 g, 92% yield). Starting materials: O[Li].O (LiOH.H2O), CCO (EtOH), OC1=CC=C(C=C1)CC(=O)N(CCNC(CN1CCN(CCN(CCN(CC1)CC(=O)OC(C)(C)C)CC(=O)OC(C)(C)C)CC(=O)OC(C)(C)C)=O)CC(NCC(OCC)=O)=O (tri-tert-butyl 2,2′,2″-(10-(6-(2-(4-hydroxyphenyl)acetyl)-2,8,11-trioxo-12-oxa-3,6,9-triazatetradecyl)-1,4,7,10-tetraazacyclododecane-1,4,7-triyl)triacetate). The solvent is O (H2O). Conditions: time 12 hour. Product: OC1=CC=C(C=C1)CC(=O)N(CCNC(CN1CCN(CCN(CCN(CC1)CC(OC(C)(C)C)=O)CC(OC(C)(C)C)=O)CC(=O)OC(C)(C)C)=O)CC(=O)NCC(=O)O (2-(2-(2-(4-hydroxyphenyl)-N-(2-(2-(4,7,10-tris(2-(tert-butoxy)-2-oxoethyl)-1,4,7,10-tetraazacyclododecan-1-yl)acetamido)ethyl)acetamido)acetamido)acetic acid). As a reaction SMILES: [OH:1][C:2]1[CH:7]=[CH:6][C:5]([CH2:8][C:9]([N:11]([CH2:54][C:55](=[O:63])[NH:56][CH2:57][C:58](=[O:62])[O:59]CC)[CH2:12][CH2:13][NH:14][C:15](=[O:53])[CH2:16][N:17]2[CH2:28][CH2:27][N:26]([CH2:29][C:30]([O:32][C:33]([CH3:36])([CH3:35])[CH3:34])=[O:31])[CH2:25][CH2:24][N:23]([CH2:37][C:38]([O:40][C:41]([CH3:44])([CH3:43])[CH3:42])=[O:39])[CH2:22][CH2:21][N:20]([CH2:45][C:46]([O:48][C:49]([CH3:52])([CH3:51])[CH3:50])=[O:47])[CH2:19][CH2:18]2)=[O:10])=[CH:4][CH:3]=1.O[Li].O.CCO>O>[OH:1][C:2]1[CH:3]=[CH:4][C:5]([CH2:8][C:9]([N:11]([CH2:54][C:55]([NH:56][CH2:57][C:58]([OH:62])=[O:59])=[O:63])[CH2:12][CH2:13][NH:14][C:15](=[O:53])[CH2:16][N:17]2[CH2:28][CH2:27][N:26]([CH2:29][C:30](=[O:31])[O:32][C:33]([CH3:35])([CH3:36])[CH3:34])[CH2:25][CH2:24][N:23]([CH2:37][C:38](=[O:39])[O:40][C:41]([CH3:42])([CH3:43])[CH3:44])[CH2:22][CH2:21][N:20]([CH2:45][C:46]([O:48][C:49]([CH3:50])([CH3:51])[CH3:52])=[O:47])[CH2:19][CH2:18]2)=[O:10])=[CH:6][CH:7]=1 |f:1.2|. Reported procedure: To a 50-mL round bottom flask loaded with tri-tert-butyl 2,2′,2″-(10-(6-(2-(4-hydroxyphenyl)acetyl)-2,8,11-trioxo-12-oxa-3,6,9-triazatetradecyl)-1,4,7,10-tetraazacyclododecane-1,4,7-triyl)triacetate 2 (0.260 g, 0.291 mmol) was added LiOH.H2O (0.018 g, 0.437 mmol, 1.5 eq.), 6 mL of EtOH, and 2 mL of H2O. The reaction was stirred at room temperature for 12 hours. After solvent removal in vacuo, purification was achieved by preparative reverse-phase HPLC (gradient from 100% 0.1% formic acid in wate...